This data is from the Open Reaction Database (ORD), a public repository of structured organic reaction records. The task is: describe an organic reaction: reactants, conditions, products, and yield Reactants: COc1ccc2[nH]cc(CC#N)c2c1Cl, C1CCNC1, CO. The product is COc1ccc2[nH]cc(CCN3CCCC3)c2c1Cl. RXN SMILES: [C:1](#[N:2])[CH2:3][c:4]1[cH:5][nH:6][c:7]2[cH:8][cH:9][c:10]([O:14][CH3:15])[c:11]([Cl:13])[c:12]12.[CH2:16]1[CH2:17][CH2:18][NH:19][CH2:20]1.[CH3:21][OH:22]>>[CH2:1]([N:2]1[CH2:18][CH2:17][CH2:16][CH2:20]1)[CH2:3][c:4]1[cH:5][nH:6][c:7]2[cH:8][cH:9][c:10]([O:14][CH3:15])[c:11]([Cl:13])[c:12]12. The reactants are CC(C)=O, CC(=O)Nc1cccc(-n2nc(CBr)c(=O)n(Cc3ccc(Cl)cc3)c2=O)c1, [I-], [Na+], O. Product: CC(=O)Nc1cccc(-n2nc(CI)c(=O)n(Cc3ccc(Cl)cc3)c2=O)c1. Reaction SMILES: [CH3:31][C:32](=[O:33])[CH3:34].[Cl:1][c:2]1[cH:3][cH:4][c:5]([CH2:6][n:7]2[c:8](=[O:26])[n:9](-[c:16]3[cH:17][c:18]([NH:22][C:23]([CH3:24])=[O:25])[cH:19][cH:20][cH:21]3)[n:10][c:11]([CH2:14][Br:15])[c:12]2=[O:13])[cH:27][cH:28]1.[I-:30].[Na+:29].[OH2:35]>>[Cl:1][c:2]1[cH:3][cH:4][c:5]([CH2:6][n:7]2[c:8](=[O:26])[n:9](-[c:16]3[cH:17][c:18]([NH:22][C:23]([CH3:24])=[O:25])[cH:19][cH:20][cH:21]3)[n:10][c:11]([CH2:14][I:30])[c:12]2=[O:13])[cH:27][cH:28]1. Starting materials: O=C(CBr)c1ccc(F)cc1, CCO, [Na+], O, N#C[S-]. Product: N#CSCC(=O)c1ccc(F)cc1. Reaction SMILES: [Br:1][CH2:2][C:3](=[O:4])[c:5]1[cH:6][cH:7][c:8]([F:11])[cH:9][cH:10]1.[CH3:17][CH2:18][OH:19].[Na+:12].[OH2:16].[S-:13][C:14]#[N:15]>>[CH2:2]([C:3](=[O:4])[c:5]1[cH:6][cH:7][c:8]([F:11])[cH:9][cH:10]1)[S:13][C:14]#[N:15]. Starting materials: C(C)OC(CCCOC1=CC=C(C=C1)C1=CC=C(C=C1)OC)=O (4-[4-(4-methoxyphenyl)phenoxy]butanoic acid ethyl ester), C(C)OC(CCCOC1=CC(=CC=C1)C1=CC=CC=C1)=O (4-(3-phenylphenoxy)butanoic acid ethyl ester), N (NH3). The product is COC1=CC=C(C=C1)C1=CC=C(OCCCC(=O)NO)C=C1 (4-[4-(4-methoxyphenyl)phenoxy]butanohydroxamic acid). RXN SMILES: C([O:3][C:4](=O)[CH2:5][CH2:6][CH2:7][O:8][C:9]1[CH:14]=[CH:13][C:12]([C:15]2[CH:20]=[CH:19][C:18]([O:21][CH3:22])=[CH:17][CH:16]=2)=[CH:11][CH:10]=1)C.C([O:26]C(=O)CCCOC1C=CC=C(C2C=CC=CC=2)C=1)C.[NH3:45]>>[CH3:22][O:21][C:18]1[CH:17]=[CH:16][C:15]([C:12]2[CH:13]=[CH:14][C:9]([O:8][CH2:7][CH2:6][CH2:5][C:4]([NH:45][OH:26])=[O:3])=[CH:10][CH:11]=2)=[CH:20][CH:19]=1. Procedure details: The desired compound was prepared according to the method of Example 2, steps 2 and 3, except substituting 4-[4-(4-methoxyphenyl)phenoxy]butanoic acid ethyl ester, prepared as in step 1, for 4-(3-phenylphenoxy)butanoic acid ethyl ester. 1H NMR (CD3OD) δ 2.08 (dt, 2H, J=6.8, 13.6 Hz), 2.30 (t, 2H, J=7.4 Hz), 3.80 (s, 3H), 4.01 (t, 2H, J=6.0 Hz), 6.94 (d, 4H, J=8.8 Hz),7.46 (d, 2H, J=8.5 Hz), 7.46 (d, 2H, J=8.8 Hz). MS (DCI/NH3) 302 (M+H)+, 319 (M+NH4)+. Anal. Calcd for C17H19NO4 ·0.40H2O·0.60NH4C... The reactants are O=C([O-])[O-], CCOC(=O)CN(Cc1ccc(OC)cc1OC)Cc1nc(Br)sc1C(=O)OCC, OB(O)c1ccc(F)c(Cl)c1, [Cs+], [Cs+], C1COCCO1, c1ccc(P(c2ccccc2)(c2ccccc2)[Pd](P(c2ccccc2)(c2ccccc2)c2ccccc2)(P(c2ccccc2)(c2ccccc2)c2ccccc2)P(c2ccccc2)(c2ccccc2)c2ccccc2)cc1. Yields the product CCOC(=O)CN(Cc1ccc(OC)cc1OC)Cc1nc(-c2ccc(F)c(Cl)c2)sc1C(=O)OCC. Reaction SMILES: [C:42](=[O:43])([O-:44])[O-:45].[CH2:1]([CH3:2])[O:3][C:4](=[O:5])[c:6]1[c:7]([CH2:12][N:13]([CH2:14][C:15](=[O:16])[O:17][CH2:18][CH3:19])[CH2:20][c:21]2[c:22]([O:29][CH3:30])[cH:23][c:24]([O:27][CH3:28])[cH:25][cH:26]2)[n:8][c:9]([Br:11])[s:10]1.[Cl:31][c:32]1[cH:33][c:34]([B:39]([OH:40])[OH:41])[cH:35][cH:36][c:37]1[F:38].[Cs+:46].[Cs+:47].[O:48]1[CH2:49][CH2:50][O:51][CH2:52][CH2:53]1.[cH:54]1[cH:55][cH:56][c:57]([P:58]([Pd:59]([P:60]([c:61]2[cH:62][cH:63][cH:64][cH:65][cH:66]2)([c:67]2[cH:68][cH:69][cH:70][cH:71][cH:72]2)[c:73]2[cH:74][cH:75][cH:76][cH:77][cH:78]2)([P:79]([c:80]2[cH:81][cH:82][cH:83][cH:84][cH:85]2)([c:86]2[cH:87][cH:88][cH:89][cH:90][cH:91]2)[c:92]2[cH:93][cH:94][cH:95][cH:96][cH:97]2)[P:98]([c:99]2[cH:100][cH:101][cH:102][cH:103][cH:104]2)([c:105]2[cH:106][cH:107][cH:108][cH:109][cH:110]2)[c:111]2[cH:112][cH:113][cH:114][cH:115][cH:116]2)([c:117]2[cH:118][cH:119][cH:120][cH:121][cH:122]2)[c:123]2[cH:124][cH:125][cH:126][cH:127][cH:128]2)[cH:129][cH:130]1>>[CH2:1]([CH3:2])[O:3][C:4](=[O:5])[c:6]1[c:7]([CH2:12][N:13]([CH2:14][C:15](=[O:16])[O:17][CH2:18][CH3:19])[CH2:20][c:21]2[c:22]([O:29][CH3:30])[cH:23][c:24]([O:27][CH3:28])[cH:25][cH:26]2)[n:8][c:9](-[c:34]2[cH:33][c:32]([Cl:31])[c:37]([F:38])[cH:36][cH:35]2)[s:10]1. Starting materials: S(=O)(Cl)Cl (thionyl chloride), OCC1=CC=C(OC(C(=O)OC)C)C=C1 (methyl 2-(4-hydroxymethyl-phenoxy)-propionate), O (water). Run in CN(P(N(C)C)(N(C)C)=O)C (hexamethylphosphoric acid triamide). Reaction conditions: temperature -10 celsius, time 30 minute. Yields the product ClCC1=CC=C(OC(C(=O)OC)C)C=C1 (methyl 2-(4-chloromethyl-phenoxy)-propionate). Reaction SMILES: O[CH2:2][C:3]1[CH:15]=[CH:14][C:6]([O:7][CH:8]([CH3:13])[C:9]([O:11][CH3:12])=[O:10])=[CH:5][CH:4]=1.S(Cl)([Cl:18])=O.O>CN(C)P(=O)(N(C)C)N(C)C>[Cl:18][CH2:2][C:3]1[CH:15]=[CH:14][C:6]([O:7][CH:8]([CH3:13])[C:9]([O:11][CH3:12])=[O:10])=[CH:5][CH:4]=1. Procedure: 12 gm (0.058 mol) of methyl 2-(4-hydroxymethyl-phenoxy)-propionate were dissolved in 60 ml of hexamethylphosphoric acid triamide, the solution was cooled to -10° C., and 4.4 ml (0.06 mol) of thionyl chloride were added dropwise thereto. The resulting mixture was stirred for 30 minutes at 0° C. and then for one hour at 10° C., and subsequently poured into water. The aqueous mixture was extracted with ether, and the extract solution was washed with water, sodium bicarbonate solution and again with...